From a dataset of the Open Reaction Database (ORD), a public repository of structured organic reaction records. describe an organic reaction: reactants, conditions, products, and yield The reactants are BrC1=CC(=CC=C1)OCC(CCC)CCC (1-bromo-3-(2-propylpentyloxy)benzene), C(Cl)[C@H]1CO1 ((R)-(−)-epichlorohydrin). Product: ClC[C@H](CC1=CC(=CC=C1)OCC(CCC)CCC)O ((S)-1-chloro-3-(3-(2-propylpentyloxy)phenyl)propan-2-ol). RXN SMILES: Br[C:2]1[CH:7]=[CH:6][CH:5]=[C:4]([O:8][CH2:9][CH:10]([CH2:14][CH2:15][CH3:16])[CH2:11][CH2:12][CH3:13])[CH:3]=1.[CH2:17]([C@@H:19]1[O:21][CH2:20]1)[Cl:18]>>[Cl:18][CH2:17][C@@H:19]([OH:21])[CH2:20][C:2]1[CH:7]=[CH:6][CH:5]=[C:4]([O:8][CH2:9][CH:10]([CH2:14][CH2:15][CH3:16])[CH2:11][CH2:12][CH3:13])[CH:3]=1. Reported procedure: Metallation of 1-bromo-3-(2-propylpentyloxy)benzene followed by addition of (R)-(−)-epichlorohydrin gave (S)-1-chloro-3-(3-(2-propylpentyloxy)phenyl)propan-2-ol Yield (1.52 g, 58%): 1H NMR (400 MHz, DMSO-d6) δ 7.14 (t, J=7.8 Hz, 1H), 6.77-6.72 (m, 3H), 5.14 (d, J=5.6 Hz, 1H), 3.88-3.81 (m, 1H), 3.78 (d, J=5.6 Hz, 2H), 3.52 (dd, J=10.8, 4.4 Hz, 1H), 3.43 (dd, J=11.2, 5.6 Hz, 1H), 2.74 (dd, J=13.6, 5.2 Hz, 1H), 2.60, (dd, J=13.6, 7.6 Hz, 1H), 1.75-1.69 (m, 1H), 1.39-1.25 (m, 8H), 0.85 (t, J=7.0 Hz...